Dataset: the Open Reaction Database (ORD), a public repository of structured organic reaction records. Task: describe an organic reaction: reactants, conditions, products, and yield The reactants are CCCCO, CC#N, CN1CC(CCCl)OC1=O, [I-], [K+], O=[N+]([O-])c1ccc(N2CCNCC2)cc1, [Na+], [Na+], O=C([O-])[O-]. Product: CN1CC(CCN2CCN(c3ccc([N+](=O)[O-])cc3)CC2)OC1=O. As a reaction SMILES: [CH2:34]([OH:35])[CH2:36][CH2:37][CH3:38].[CH3:39][C:40]#[N:41].[Cl:16][CH2:17][CH2:18][CH:19]1[CH2:20][N:21]([CH3:25])[C:22](=[O:24])[O:23]1.[I-:33].[K+:32].[N+:1](=[O:2])([O-:3])[c:4]1[cH:5][cH:6][c:7]([N:10]2[CH2:11][CH2:12][NH:13][CH2:14][CH2:15]2)[cH:8][cH:9]1.[Na+:26].[Na+:27].[O-:28][C:29](=[O:30])[O-:31]>>[N+:1](=[O:2])([O-:3])[c:4]1[cH:5][cH:6][c:7]([N:10]2[CH2:11][CH2:12][N:13]([CH2:17][CH2:18][CH:19]3[CH2:20][N:21]([CH3:25])[C:22](=[O:24])[O:23]3)[CH2:14][CH2:15]2)[cH:8][cH:9]1. The reactants are Cc1cc(OCC2CN(C)c3ccccc3O2)cc(C)c1C(=O)Cl, CC#N, CCOC(C)=O, COC(=O)C1(c2ccc(C(F)(F)F)c(N)c2)CC1, c1ccncc1. Yields the product COC(=O)C1(c2ccc(C(F)(F)F)c(NC(=O)c3c(C)cc(OCC4CN(C)c5ccccc5O4)cc3C)c2)CC1. Reaction SMILES: [CH3:19][c:20]1[c:21]([C:22](=[O:23])[Cl:24])[c:25]([CH3:42])[cH:26][c:27]([O:29][CH2:30][CH:31]2[O:32][c:33]3[c:34]([cH:38][cH:39][cH:40][cH:41]3)[N:35]([CH3:37])[CH2:36]2)[cH:28]1.[CH3:43][C:44]#[N:45].[CH3:52][CH2:53][O:54][C:55](=[O:56])[CH3:57].[NH2:1][c:2]1[cH:3][c:4]([C:12]2([C:15](=[O:16])[O:17][CH3:18])[CH2:13][CH2:14]2)[cH:5][cH:6][c:7]1[C:8]([F:9])([F:10])[F:11].[cH:46]1[cH:47][cH:48][n:49][cH:50][cH:51]1>>[NH:1]([c:2]1[cH:3][c:4]([C:12]2([C:15](=[O:16])[O:17][CH3:18])[CH2:13][CH2:14]2)[cH:5][cH:6][c:7]1[C:8]([F:9])([F:10])[F:11])[C:22]([c:21]1[c:20]([CH3:19])[cH:28][c:27]([O:29][CH2:30][CH:31]2[O:32][c:33]3[c:34]([cH:38][cH:39][cH:40][cH:41]3)[N:35]([CH3:37])[CH2:36]2)[cH:26][c:25]1[CH3:42])=[O:23]. Reactants: BrC=1C=C(C(=O)NCC=2C=NC(=CC2)C)C=C(C1)I (3-bromo-5-iodo-N-((6-methylpyridin-3-yl)methyl)benzamide), N1[C@H](CO)CCC1 (L-prolinol), C([O-])([O-])=O.[K+].[K+] (potassium carbonate), N1[C@H](C(=O)O)CCC1 (L-proline). The reagents and catalysts are [Cu]I (copper(I) iodide). Solvent: CS(=O)C (dimethyl sulfoxide). Run at temperature 90 celsius, time 10 hour. The product is BrC=1C=C(C(=O)NCC=2C=NC(=CC2)C)C=C(C1)N1[C@@H](CCC1)CO ((S)-3-Bromo-5-(2-(hydroxymethyl)pyrrolidin-1-yl)-N-((6-methylpyridin-3-yl)methyl)benzamide). Reaction SMILES: [Br:1][C:2]1[CH:3]=[C:4]([CH:16]=[C:17](I)[CH:18]=1)[C:5]([NH:7][CH2:8][C:9]1[CH:10]=[N:11][C:12]([CH3:15])=[CH:13][CH:14]=1)=[O:6].[NH:20]1[CH2:26][CH2:25][CH2:24][C@H:21]1[CH2:22][OH:23].C(=O)([O-])[O-].[K+].[K+].N1CCC[C@H]1C(O)=O>CS(C)=O.[Cu]I>[Br:1][C:2]1[CH:3]=[C:4]([CH:16]=[C:17]([N:20]2[CH2:26][CH2:25][CH2:24][C@H:21]2[CH2:22][OH:23])[CH:18]=1)[C:5]([NH:7][CH2:8][C:9]1[CH:10]=[N:11][C:12]([CH3:15])=[CH:13][CH:14]=1)=[O:6] |f:2.3.4|. Procedure: A mixture of 3-bromo-5-iodo-N-((6-methylpyridin-3-yl)methyl)benzamide (250 mg, 0.58 mmol), L-prolinol (88 mg, 0.87 mmol), potassium carbonate (160 mg, 1.2 mmol), L-proline (13 mg, 0.12 mmol), and copper(I) iodide (11 mg, 0.058 mmol) in dimethyl sulfoxide (2 mL) under nitrogen was stirred at 90° C. for 10 h. The cooled mixture was partitioned between water and ethyl acetate. The organic layer was separated, and the aqueous layer was extracted with ethyl acetate. The combined organic layers were w... The reactants are CC(C)(C)N(Cc1ccc(Cl)c(Oc2cc(C#N)cc(C(F)F)c2)c1F)C(=O)[O-], ClCCl, O=C(O)C(F)(F)F. Yields the product O=C(O)C(F)(F)F, N#Cc1cc(Oc2c(Cl)ccc(CN)c2F)cc(C(F)F)c1. As a reaction SMILES: [CH3:1][C:2]([N:5]([C:3](=[O:4])[O-:6])[CH2:9][c:10]1[c:11]([F:29])[c:12]([O:17][c:18]2[cH:19][c:20]([C:27]#[N:28])[cH:21][c:22]([CH:24]([F:25])[F:26])[cH:23]2)[c:13]([Cl:16])[cH:14][cH:15]1)([CH3:7])[CH3:8].[Cl:37][CH2:38][Cl:39].[F:30][C:31]([C:32](=[O:33])[OH:34])([F:35])[F:36]>>[F:30][C:31]([C:32](=[O:33])[OH:34])([F:35])[F:36].[NH2:5][CH2:9][c:10]1[c:11]([F:29])[c:12]([O:17][c:18]2[cH:19][c:20]([C:27]#[N:28])[cH:21][c:22]([CH:24]([F:25])[F:26])[cH:23]2)[c:13]([Cl:16])[cH:14][cH:15]1. Reactants: NC1CC2=CC(=CC=C2CC1)OC (2-amino-7-methoxy-1,2,3,4-tetrahydronaphthalene), C=CC1=CC=CC=C1 (styrene), C(C)(=O)OCC (ethyl acetate), Cl (hydrogen chloride). Run in C(C)(C)O (isopropyl alcohol). Yields the product Cl.COC1=CC=C2CCC(CC2=C1)NCC(O)C1=CC=CC=C1 (2-[(7-methoxy-1,2,3,4-tetrahydronaphth-2-yl)amino]-1-phenylethanol hydrochloride). The yield is 31.0%. RXN SMILES: [NH2:1][CH:2]1[CH2:11][CH2:10][C:9]2[C:4](=[CH:5][C:6]([O:12][CH3:13])=[CH:7][CH:8]=2)[CH2:3]1.[CH2:14]=[CH:15][C:16]1[CH:21]=[CH:20][CH:19]=[CH:18][CH:17]=1.C(OCC)(=[O:24])C.[ClH:28]>C(O)(C)C>[ClH:28].[CH3:13][O:12][C:6]1[CH:5]=[C:4]2[C:9]([CH2:10][CH2:11][CH:2]([NH:1][CH2:14][CH:15]([C:16]3[CH:21]=[CH:20][CH:19]=[CH:18][CH:17]=3)[OH:24])[CH2:3]2)=[CH:8][CH:7]=1 |f:5.6|. Reported procedure: An amount of 3.01 g of 2-amino-7-methoxy-1,2,3,4-tetrahydronaphthalene is reacted under stirring at room temperature for 4 days with 2.04 g of styrene. After addition of ethyl acetate, to the reaction mixture there is added a saturated solution of hydrogen chloride in isopropyl alcohol to obtain the 2-[(7-methoxy-1,2,3,4-tetrahydronaphth-2-yl)amino]-1-phenylethanol hydrochloride. Yield: 31% of the theoretical value. The reactants are O=C([O-])[O-], CC#N, COc1cc(CCN2CCN(c3ccccn3)CC2)ccc1O, CCOC(C)=O, ClCCl, [Cs+], [Cs+], O=C(Cl)N1CCOCC1. The product is COc1cc(CCN2CCN(c3ccccn3)CC2)ccc1OC(=O)N1CCOCC1, Cl. As a reaction SMILES: [C:24](=[O:25])([O-:26])[O-:27].[C:42](#[N:43])[CH3:44].[CH3:1][O:2][c:3]1[c:4]([OH:23])[cH:5][cH:6][c:7]([CH2:9][CH2:10][N:11]2[CH2:12][CH2:13][N:14]([c:17]3[n:18][cH:19][cH:20][cH:21][cH:22]3)[CH2:15][CH2:16]2)[cH:8]1.[CH3:45][CH2:46][O:47][C:48](=[O:49])[CH3:50].[Cl:39][CH2:40][Cl:41].[Cs+:28].[Cs+:29].[O:30]1[CH2:31][CH2:32][N:33]([C:36](=[O:37])[Cl:38])[CH2:34][CH2:35]1>>[CH3:1][O:2][c:3]1[c:4]([O:23][C:36]([N:33]2[CH2:32][CH2:31][O:30][CH2:35][CH2:34]2)=[O:37])[cH:5][cH:6][c:7]([CH2:9][CH2:10][N:11]2[CH2:12][CH2:13][N:14]([c:17]3[n:18][cH:19][cH:20][cH:21][cH:22]3)[CH2:15][CH2:16]2)[cH:8]1.[ClH:38]. Reactants: C[Al](C)C, Cc1ccccc1, COc1cc(CCc2cc(N)[nH]n2)cc(OC)c1, COC(=O)c1cnc(N2CCN(C3CC3)CC2)nc1. Yields the product COc1cc(CCc2cc(NC(=O)c3cnc(N4CCN(C5CC5)CC4)nc3)[nH]n2)cc(OC)c1. As a reaction SMILES: [CH3:1][Al:2]([CH3:3])[CH3:4].[CH3:42][c:43]1[cH:44][cH:45][cH:46][cH:47][cH:48]1.[CH3:5][O:6][c:7]1[cH:8][c:9]([CH2:15][CH2:16][c:17]2[cH:18][c:19]([NH2:22])[nH:20][n:21]2)[cH:10][c:11]([O:13][CH3:14])[cH:12]1.[CH:23]1([N:26]2[CH2:27][CH2:28][N:29]([c:32]3[n:33][cH:34][c:35]([C:38](=[O:39])[O:40][CH3:41])[cH:36][n:37]3)[CH2:30][CH2:31]2)[CH2:24][CH2:25]1>>[CH3:5][O:6][c:7]1[cH:8][c:9]([CH2:15][CH2:16][c:17]2[cH:18][c:19]([NH:22][C:38]([c:35]3[cH:34][n:33][c:32]([N:29]4[CH2:28][CH2:27][N:26]([CH:23]5[CH2:24][CH2:25]5)[CH2:31][CH2:30]4)[n:37][cH:36]3)=[O:39])[nH:20][n:21]2)[cH:10][c:11]([O:13][CH3:14])[cH:12]1.